Dataset: the Open Reaction Database (ORD), a public repository of structured organic reaction records. Task: describe an organic reaction: reactants, conditions, products, and yield The reactants are CC(C)([O-])C.[K+] (potassium t-butoxide), SCCCNS(=O)(=O)C1=CC=CC=C1 (N-(3-Mercaptopropyl)benzenesulfonamide), ClC(=C[N+](=O)[O-])Cl (1,1-dichloro-2-nitroethene), Cl (hydrochloric acid), [Cl-].[Na+] (sodium chloride). The solvent is C(C)(C)(C)O (t-butanol). Reaction conditions: time 20 minute. The product is C1(=CC=CC=C1)S(=O)(=O)N1C(SCCC1)=C[N+](=O)[O-] (N-(Phenylsulfonyl)-tetrahydro-2-nitromethylene-2H-1,3-thiazine). RXN SMILES: CC(C)([O-])C.[K+].[SH:7][CH2:8][CH2:9][CH2:10][NH:11][S:12]([C:15]1[CH:20]=[CH:19][CH:18]=[CH:17][CH:16]=1)(=[O:14])=[O:13].Cl[C:22](Cl)=[CH:23][N+:24]([O-:26])=[O:25].Cl.[Cl-].[Na+]>C(O)(C)(C)C>[C:15]1([S:12]([N:11]2[CH2:10][CH2:9][CH2:8][S:7][C:22]2=[CH:23][N+:24]([O-:26])=[O:25])(=[O:14])=[O:13])[CH:20]=[CH:19][CH:18]=[CH:17][CH:16]=1 |f:0.1,5.6|. Reported procedure: 0.22 g of potassium t-butoxide was added drop-by-drop over 10 minutes to a solution of 0.23 g of 3 in 5 ml of t-butanol, under nitrogen. The resulting mixture was added drop-by-drop over 20 minutes to 0.30 g of 13A. After 20 minutes at room temperature, the mixture was poured into 2% hydrochloric acid saturated with sodium chloride, the resulting mixture was extracted with methylene chloride, the solvent was evaporated from the extract and the residue was purified over silica gel, using methylen... Starting materials: Cl, [K+], COC(=O)c1cc(N)c([N+](=O)[O-])cc1OC, C1COCCO1, [OH-], O. The product is COc1cc([N+](=O)[O-])c(N)cc1C(=O)O. RXN SMILES: [ClH:19].[K+:18].[NH2:1][c:2]1[c:3]([N+:14](=[O:15])[O-:16])[cH:4][c:5]([O:12][CH3:13])[c:6]([C:7](=[O:8])[O:9][CH3:10])[cH:11]1.[O:20]1[CH2:21][CH2:22][O:23][CH2:24][CH2:25]1.[OH-:17].[OH2:26]>>[NH2:1][c:2]1[c:3]([N+:14](=[O:15])[O-:16])[cH:4][c:5]([O:12][CH3:13])[c:6]([C:7](=[O:8])[OH:9])[cH:11]1.